Dataset: the Open Reaction Database (ORD), a public repository of structured organic reaction records. Task: describe an organic reaction: reactants, conditions, products, and yield The reactants are CCC(C)=O, CCOC(=O)CCl, [K+], [K+], O=C([O-])[O-], Cc1ccc(-c2nc(-c3ccc(C)cc3)nc(-c3ccc(O)cc3O)n2)cc1. Yields the product CCOC(=O)COc1ccc(-c2nc(-c3ccc(C)cc3)nc(-c3ccc(C)cc3)n2)c(O)c1. RXN SMILES: [CH3:42][C:43](=[O:44])[CH2:45][CH3:46].[Cl:35][CH2:36][C:37](=[O:38])[O:39][CH2:40][CH3:41].[K+:29].[K+:30].[O-:31][C:32]([O-:33])=[O:34].[OH:1][c:2]1[c:3](-[c:9]2[n:10][c:11](-[c:22]3[cH:23][cH:24][c:25]([CH3:28])[cH:26][cH:27]3)[n:12][c:13](-[c:15]3[cH:16][cH:17][c:18]([CH3:21])[cH:19][cH:20]3)[n:14]2)[cH:4][cH:5][c:6]([OH:8])[cH:7]1>>[OH:1][c:2]1[c:3](-[c:9]2[n:10][c:11](-[c:22]3[cH:23][cH:24][c:25]([CH3:28])[cH:26][cH:27]3)[n:12][c:13](-[c:15]3[cH:16][cH:17][c:18]([CH3:21])[cH:19][cH:20]3)[n:14]2)[cH:4][cH:5][c:6]([O:8][CH2:36][C:37](=[O:38])[O:39][CH2:40][CH3:41])[cH:7]1. Starting materials: C(C1=CC=CC=C1)O[C@H]1[C@@H](O[C@@H]([C@H]([C@@H]1OCC1=CC=CC=C1)OCC1=CC=CC=C1)COCC1=CC=CC=C1)C1=C(C=C(C(=C1)CC1=CC=C(C=C1)\C=C\CC(=O)NC(CO)(C)C)C)OCC1=CC=CC=C1 ((1S)-1,5-anhydro-2,3,4,6-tetra-O-benzyl-1-[2-(benzyloxy)-5-[4-[(1E)-4-[(2-hydroxy-1,1-dimethylethyl)amino]-4-oxobut-1-en-1-yl]benzyl]-4-methylphenyl]-D-glucitol). Reagents/catalysts: [Pd] (palladium-activated carbon). Solvent: CO (methanol). Conditions: time 8 hour. Yields the product OC1=C(C=C(C(=C1)C)CC1=CC=C(C=C1)CCCC(=O)NC(CO)(C)C)[C@H]1[C@H](O)[C@@H](O)[C@H](O)[C@H](O1)CO ((1S)-1,5-anhydro-1-[2-hydroxy-5-[4-[4-[(2-hydroxy-1,1-dimethylethyl)amino]-4-oxobutyl]benzyl]-4-methylphenyl]-D-glucitol). Isolated yield 90.4%. As a reaction SMILES: C([O:8][C@@H:9]1[C@@H:14]([O:15]CC2C=CC=CC=2)[C@H:13]([O:23]CC2C=CC=CC=2)[C@@H:12]([CH2:31][O:32]CC2C=CC=CC=2)[O:11][C@H:10]1[C:40]1[CH:45]=[C:44]([CH2:46][C:47]2[CH:52]=[CH:51][C:50](/[CH:53]=[CH:54]/[CH2:55][C:56]([NH:58][C:59]([CH3:63])([CH3:62])[CH2:60][OH:61])=[O:57])=[CH:49][CH:48]=2)[C:43]([CH3:64])=[CH:42][C:41]=1[O:65]CC1C=CC=CC=1)C1C=CC=CC=1>[Pd].CO>[OH:65][C:41]1[CH:42]=[C:43]([CH3:64])[C:44]([CH2:46][C:47]2[CH:48]=[CH:49][C:50]([CH2:53][CH2:54][CH2:55][C:56]([NH:58][C:59]([CH3:63])([CH3:62])[CH2:60][OH:61])=[O:57])=[CH:51][CH:52]=2)=[CH:45][C:40]=1[C@@H:10]1[O:11][C@H:12]([CH2:31][OH:32])[C@@H:13]([OH:23])[C@H:14]([OH:15])[C@H:9]1[OH:8]. Reported procedure: To a methanol solution (1.2 mL) of (1S)-1,5-anhydro-2,3,4,6-tetra-O-benzyl-1-[2-(benzyloxy)-5-[4-[(1E)-4-[(2-hydroxy-1,1-dimethylethyl)amino]-4-oxobut-1-en-1-yl]benzyl]-4-methylphenyl]-D-glucitol (120 mg, 0.124 mmol) was added 10% palladium-activated carbon (22 mg), and the mixture was stirred overnight under a hydrogen atmosphere at room temperature. The reaction solution was filtered through celite, and evaporated under reduced pressure to obtain a residue. Thus obtained residue was purified w... Starting materials: O=C1CCC(=O)N1Br, ClCCl, OCCCc1ccc(Cl)cc1, c1ccc(P(c2ccccc2)c2ccccc2)cc1. Product: Clc1ccc(CCCBr)cc1. RXN SMILES: [Br:31][N:32]1[C:33](=[O:34])[CH2:35][CH2:36][C:37]1=[O:38].[CH2:39]([Cl:40])[Cl:41].[Cl:1][c:2]1[cH:3][cH:4][c:5]([CH2:8][CH2:9][CH2:10][OH:11])[cH:6][cH:7]1.[c:12]1([P:13]([c:14]2[cH:15][cH:16][cH:17][cH:18][cH:19]2)[c:20]2[cH:21][cH:22][cH:23][cH:24][cH:25]2)[cH:26][cH:27][cH:28][cH:29][cH:30]1>>[Cl:1][c:2]1[cH:3][cH:4][c:5]([CH2:8][CH2:9][CH2:10][Br:31])[cH:6][cH:7]1. Reactants: CCO, ClCCl, NN, Cn1c(-c2cncc(CN3C(=O)c4ccccc4C3=O)c2)c(C#N)c2ccccc21, O. Yields the product Cn1c(-c2cncc(CN)c2)c(C#N)c2ccccc21. As a reaction SMILES: [CH3:37][CH2:38][OH:39].[Cl:34][CH2:35][Cl:36].[NH2:32][NH2:33].[O:1]=[C:2]1[N:3]([CH2:12][c:13]2[cH:14][c:15](-[c:19]3[n:20]([CH3:30])[c:21]4[cH:22][cH:23][cH:24][cH:25][c:26]4[c:27]3[C:28]#[N:29])[cH:16][n:17][cH:18]2)[C:10](=[O:11])[c:5]2[c:4]1[cH:9][cH:8][cH:7][cH:6]2.[OH2:31]>>[NH2:3][CH2:12][c:13]1[cH:14][c:15](-[c:19]2[n:20]([CH3:30])[c:21]3[cH:22][cH:23][cH:24][cH:25][c:26]3[c:27]2[C:28]#[N:29])[cH:16][n:17][cH:18]1.